This data is from the Open Reaction Database (ORD), a public repository of structured organic reaction records. The task is: describe an organic reaction: reactants, conditions, products, and yield Reported procedure: 4-Benzoylbutryl chloride (assumed to be 0.005 mole) and ferrocene (0.97g; 0.005 mole) in dry methylene chloride (25 ml) were stirred at 0°-5° and aluminium chloride (1.04g; 0.011 mole) was added. The mixture was stirred at room temperature for 30 minutes, ice was added slowly and the organic fraction was separated. The aqueous fraction was extracted with chloroform and the combined organic fractions were washed with water, dried (magnesium sulphate) and evaporated. The resulting oil was purified... As a reaction SMILES: [C:1]([CH2:9][CH2:10][CH2:11][C:12](Cl)=[O:13])(=[O:8])[C:2]1[CH:7]=[CH:6][CH:5]=[CH:4][CH:3]=1.[CH-:15]1[CH:19]=[CH:18][CH:17]=[CH:16]1.[CH-:20]1[CH:24]=[CH:23][CH:22]=[CH:21]1.[Fe+2:25].[Cl-].[Al+3].[Cl-].[Cl-]>C(Cl)Cl>[C:1]([CH2:9][CH2:10][CH2:11][C:12]([C-:15]1[CH:19]=[CH:18][CH:17]=[CH:16]1)=[O:13])(=[O:8])[C:2]1[CH:7]=[CH:6][CH:5]=[CH:4][CH:3]=1.[CH-:20]1[CH:24]=[CH:23][CH:22]=[CH:21]1.[Fe+2:25] |f:1.2.3,4.5.6.7,9.10.11|. Yields the product C(C1=CC=CC=C1)(=O)CCCC(=O)[C-]1C=CC=C1.[CH-]1C=CC=C1.[Fe+2] (4-benzoylbutyrylferrocene). Yield: 3.0%. Starting materials: C(C1=CC=CC=C1)(=O)CCCC(=O)Cl (4-Benzoylbutryl chloride), [CH-]1C=CC=C1.[CH-]1C=CC=C1.[Fe+2] (ferrocene), [Cl-].[Al+3].[Cl-].[Cl-] (aluminium chloride). Solvent: C(Cl)Cl (methylene chloride). Run at time 30 minute. As a reaction SMILES: [CH3:1][S:2]([N:5]1[CH2:11][C@H:9]([OH:10])[C:8](=O)[CH2:7][CH2:6]1)(=[O:4])=[O:3].[NH3:12].COB([C@@H]1[C@@H](C)[C@H](C(C)(C)[C@@H]2C1)C2)[C@@H]3[C@@H](C)[C@H](C(C)(C)[C@@H]4C3)C4>>[CH3:1][S:2]([N:5]1[CH2:11][C@@H:9]([OH:10])[C@H:8]([NH2:12])[CH2:7][CH2:6]1)(=[O:4])=[O:3]. Starting materials: N, C1([C@H]2[C@@H]([C@H](C[C@@H]1C2)B([C@@H]1[C@H]([C@@H]2C([C@H](C1)C2)(C)C)C)OC)C)(C)C, C1CN(C[C@@H](C1=O)O)S(=O)(=O)C. Run at temperature 25 celsius, time 18 hour. The reagents and catalysts are c1ccc(cc1)-c2c3ccccc3cc4ccccc24 (9-Phenylanthracene). Yields the product CS(=O)(=O)N1CC[C@@H](N)[C@H](O)C1.